From a dataset of the Open Reaction Database (ORD), a public repository of structured organic reaction records. describe an organic reaction: reactants, conditions, products, and yield Starting materials: COCC(=O)NCCc1ccsc1, ClC(Cl)Cl, O=P(Cl)(Cl)Cl. Product: COCC1=NCCc2ccsc21. Reaction SMILES: [CH3:1][O:2][CH2:3][C:4](=[O:5])[NH:6][CH2:7][CH2:8][c:9]1[cH:10][s:11][cH:12][cH:13]1.[CH:19]([Cl:20])([Cl:21])[Cl:22].[P:14]([Cl:15])([Cl:16])([Cl:17])=[O:18]>>[CH3:1][O:2][CH2:3][C:4]1=[N:6][CH2:7][CH2:8][c:9]2[c:10]1[s:11][cH:12][cH:13]2. The solvent is CO (methanol). Isolated yield 88.5%. Procedure: In the same manner as in Example 1(a), 15.8 grams (0.1 mole) 2-chloronicotinic acid, 64.0 grams (0.5 mole) 3-chlorophenol, 45 grams (0.21 mole) 25% sodium methoxide solution and 100 milliliters methanol were combined to produce 22.1 grams (88.6% of theoretical yield) of 2-(3-chlorophenoxy) nicotinic acid, m.p. 161°-164° C. The product is ClC=1C=C(OC2=C(C(=O)O)C=CC=N2)C=CC1 (2-(3-chlorophenoxy) nicotinic acid). As a reaction SMILES: Cl[C:2]1[N:10]=[CH:9][CH:8]=[CH:7][C:3]=1[C:4]([OH:6])=[O:5].[Cl:11][C:12]1[CH:13]=[C:14]([OH:18])[CH:15]=[CH:16][CH:17]=1.C[O-].[Na+]>CO>[Cl:11][C:12]1[CH:13]=[C:14]([CH:15]=[CH:16][CH:17]=1)[O:18][C:2]1[N:10]=[CH:9][CH:8]=[CH:7][C:3]=1[C:4]([OH:6])=[O:5] |f:2.3|. The reactants are ClC1=C(C(=O)O)C=CC=N1 (2-chloronicotinic acid), ClC=1C=C(C=CC1)O (3-chlorophenol), C[O-].[Na+] (sodium methoxide). The reactants are C[C@@]12[C@H](CC[C@H]1[C@@H]1CCC3=CCCC[C@]3(CO)[C@H]1CC2)O (4-androstene-17β,19-diol), C(CC)(=O)O[C@@H]1[C@]2(C)[C@@H](CC1)[C@@H]1CCC3=CCC[C@@H]([C@]3(COC(CC)=O)[C@H]1CC2)C (1α-methyl-4-androstene-17β,19-diol dipropionate). The product is C(CC)(=O)O[C@@H]1[C@]2(C)[C@@H](CC1)[C@@H]1CCC3=CCCC[C@]3(COC(CC)=O)[C@H]1CC2 (4-androstene-17β,19-diol dipropionate). RXN SMILES: C[C@]12CC[C@H]3[C@@H](CCC4[C@]3(CO)CCCC=4)[C@@H]1CC[C@@H]2O.[C:22]([O:26][C@H:27]1[CH2:32][CH2:31][C@H:30]2[C@H:33]3[C@H:48]([CH2:49][CH2:50][C@:28]12[CH3:29])[C@:41]1([CH2:42][O:43][C:44](=[O:47])[CH2:45][CH3:46])[C:36](=[CH:37][CH2:38][CH2:39][C@@H:40]1C)[CH2:35][CH2:34]3)(=[O:25])[CH2:23][CH3:24]>>[C:22]([O:26][C@H:27]1[CH2:32][CH2:31][C@H:30]2[C@H:33]3[C@H:48]([CH2:49][CH2:50][C@:28]12[CH3:29])[C@:41]1([CH2:42][O:43][C:44](=[O:47])[CH2:45][CH3:46])[C:36](=[CH:37][CH2:38][CH2:39][CH2:40]1)[CH2:35][CH2:34]3)(=[O:25])[CH2:23][CH3:24]. Procedure: Substituting 4-androstene-17β,19-diol for the 1α-methyl-4-androstene-17β,19-diol above results in the formation of 4-androstene-17β,19-diol dipropionate.